Dataset: the Open Reaction Database (ORD), a public repository of structured organic reaction records. Task: describe an organic reaction: reactants, conditions, products, and yield Reactants: NC(CCCCC(=O)OC)C1=C(C=CC=C1OC)OC (methyl 6-amino-6-(2,6-dimethoxyphenyl)hexanoate), CC=1SC2=C(N1)C=CC(=C2)C=O (2-methylbenzo[d]thiazole-6-carbaldehyde). Yields the product COC1=C(C(=CC=C1)OC)C1CCCCC(N1CC1=CC2=C(N=C(S2)C)C=C1)=O (7-(2,6-dimethoxyphenyl)-1-((2-methylbenzo[d]thiazol-6-yl)methyl)azepan-2-one). As a reaction SMILES: [NH2:1][CH:2]([C:11]1[C:16]([O:17][CH3:18])=[CH:15][CH:14]=[CH:13][C:12]=1[O:19][CH3:20])[CH2:3][CH2:4][CH2:5][CH2:6][C:7]([O:9]C)=O.[CH3:21][C:22]1[S:23][C:24]2[CH:30]=[C:29]([CH:31]=O)[CH:28]=[CH:27][C:25]=2[N:26]=1>>[CH3:20][O:19][C:12]1[CH:13]=[CH:14][CH:15]=[C:16]([O:17][CH3:18])[C:11]=1[CH:2]1[N:1]([CH2:31][C:29]2[CH:28]=[CH:27][C:25]3[N:26]=[C:22]([CH3:21])[S:23][C:24]=3[CH:30]=2)[C:7](=[O:9])[CH2:6][CH2:5][CH2:4][CH2:3]1. Procedure details: Prepared according to the described general procedure 1 (GP1) by reaction of methyl 6-amino-6-(2,6-dimethoxyphenyl)hexanoate with 2-methylbenzo[d]thiazole-6-carbaldehyde. Subsequent purification by preparative HPLC afforded the target compound. LC-MS (conditions A): tR=0.83 min.; [M+H]+: 411.03 g/mol. The reactants are [Al+3], CC(C)(Cn1ncc2cc(Oc3ccc(F)cc3C#N)ccc21)O[Si](C)(C)C(C)(C)C, C1CCOC1, [H-], [H-], [H-], [H-], [Li+]. The product is CC(C)(Cn1ncc2cc(Oc3ccc(F)cc3CN)ccc21)O[Si](C)(C)C(C)(C)C. RXN SMILES: [Al+3:33].[C:1]([CH3:2])([CH3:3])([CH3:4])[Si:5]([O:6][C:7]([CH2:8][n:9]1[n:10][cH:11][c:12]2[cH:13][c:14]([O:18][c:19]3[c:20]([C:21]#[N:22])[cH:23][c:24]([F:27])[cH:25][cH:26]3)[cH:15][cH:16][c:17]12)([CH3:28])[CH3:29])([CH3:30])[CH3:31].[CH2:38]1[O:39][CH2:40][CH2:41][CH2:42]1.[H-:32].[H-:35].[H-:36].[H-:37].[Li+:34]>>[C:1]([CH3:2])([CH3:3])([CH3:4])[Si:5]([O:6][C:7]([CH2:8][n:9]1[n:10][cH:11][c:12]2[cH:13][c:14]([O:18][c:19]3[c:20]([CH2:21][NH2:22])[cH:23][c:24]([F:27])[cH:25][cH:26]3)[cH:15][cH:16][c:17]12)([CH3:28])[CH3:29])([CH3:30])[CH3:31].